The task is: describe an organic reaction: reactants, conditions, products, and yield. This data is from the Open Reaction Database (ORD), a public repository of structured organic reaction records. Reactants: ClC1(C(NC2=CC=C(C=C12)Cl)=O)C1=C(C=CC=C1)OC (3,5-dichloro-3-(2-methoxyphenyl)-1,3-dihydro-2H-indol-2-one), FC(C(=O)O)(F)F.O[C@@H]1[C@H](NCC1)C(=O)N(C)C ((3S)-3-hydroxy-N,N-dimethyl-L-prolinamide trifluoroacetate). The product is ClC=1C=C2C(C(NC2=CC1)=O)(C1=C(C=CC=C1)OC)N1[C@H](C(=O)N(C)C)[C@H](CC1)O ((3S)-1-[5-chloro-3-(2-methoxyphenyl)-2-oxo-2,3-dihydro-1H-indol-3-yl]-3-hydroxy-N,N-dimethyl-L-prolinamide). Reaction SMILES: Cl[C:2]1([C:13]2[CH:18]=[CH:17][CH:16]=[CH:15][C:14]=2[O:19][CH3:20])[C:10]2[C:5](=[CH:6][CH:7]=[C:8]([Cl:11])[CH:9]=2)[NH:4][C:3]1=[O:12].FC(F)(F)C(O)=O.[OH:28][C@H:29]1[CH2:33][CH2:32][NH:31][C@@H:30]1[C:34]([N:36]([CH3:38])[CH3:37])=[O:35]>>[Cl:11][C:8]1[CH:9]=[C:10]2[C:5](=[CH:6][CH:7]=1)[NH:4][C:3](=[O:12])[C:2]2([N:31]1[CH2:32][CH2:33][C@H:29]([OH:28])[C@H:30]1[C:34]([N:36]([CH3:38])[CH3:37])=[O:35])[C:13]1[CH:18]=[CH:17][CH:16]=[CH:15][C:14]=1[O:19][CH3:20] |f:1.2|. Reported procedure: With 4.23 g of 3,5-dichloro-3-(2-methoxyphenyl)-1,3-dihydro-2H-indol-2-one and the compound obtained in Step 17-2 (crude form 15.1 mmol) as starting materials, respectively 2.75 g (Isomer A) and 2.28 g (Isomer B) of two species of diastereoisomers of the title compound were obtained by a similar method to Step 4-2.